Dataset: the Open Reaction Database (ORD), a public repository of structured organic reaction records. Task: describe an organic reaction: reactants, conditions, products, and yield Reactants: CC(=O)N1CCc2cc(Nc3cnccc3[N+](=O)[O-])ccc21, CCO. Product: CC(=O)N1CCc2cc(Nc3cnccc3N)ccc21. RXN SMILES: [C:1]([CH3:2])(=[O:3])[N:4]1[CH2:5][CH2:6][c:7]2[cH:8][c:9]([NH:13][c:14]3[cH:15][n:16][cH:17][cH:18][c:19]3[N+:20]([O-:21])=[O:22])[cH:10][cH:11][c:12]21.[CH3:23][CH2:24][OH:25]>>[C:1]([CH3:2])(=[O:3])[N:4]1[CH2:5][CH2:6][c:7]2[cH:8][c:9]([NH:13][c:14]3[cH:15][n:16][cH:17][cH:18][c:19]3[NH2:20])[cH:10][cH:11][c:12]21.